Task: describe an organic reaction: reactants, conditions, products, and yield. Dataset: the Open Reaction Database (ORD), a public repository of structured organic reaction records Reported procedure: Following the general procedure of Example 5 using the Mannich intermediate of Example 1 and 2-hydroxy-4-dodecyloxybenzophenone, the title compound is obtained as a yellow crystalline solid melting at 100°-105° C. Reaction SMILES: [OH:1][C:2]1[C:7]([CH2:8]N(CC)CC)=[CH:6][C:5]([CH3:14])=[CH:4][C:3]=1[N:15]1[N:19]=[C:18]2[CH:20]=[CH:21][CH:22]=[CH:23][C:17]2=[N:16]1.[OH:24][C:25]1[CH:38]=[C:37]([O:39][CH2:40][CH2:41][CH2:42][CH2:43][CH2:44][CH2:45][CH2:46][CH2:47][CH2:48][CH2:49][CH2:50][CH3:51])[CH:36]=[CH:35][C:26]=1[C:27]([C:29]1[CH:34]=[CH:33][CH:32]=[CH:31][CH:30]=1)=[O:28]>>[N:19]1[N:15]([C:3]2[CH:4]=[C:5]([CH3:14])[CH:6]=[C:7]([CH2:8][C:38]3[C:37]([O:39][CH2:40][CH2:41][CH2:42][CH2:43][CH2:44][CH2:45][CH2:46][CH2:47][CH2:48][CH2:49][CH2:50][CH3:51])=[CH:36][CH:35]=[C:26]([C:27](=[O:28])[C:29]4[CH:30]=[CH:31][CH:32]=[CH:33][CH:34]=4)[C:25]=3[OH:24])[C:2]=2[OH:1])[N:16]=[C:17]2[CH:23]=[CH:22][CH:21]=[CH:20][C:18]=12. Product: N=1N(N=C2C1C=CC=C2)C2=C(C(=CC(=C2)C)CC2=C(C(=CC=C2OCCCCCCCCCCCC)C(C2=CC=CC=C2)=O)O)O (2-(Benzotriazol-2-yl)-4-methyl-6-(2-hydroxy-3-benzoyl-6-dodecyloxybenzyl)phenol), solid. Starting materials: OC1=C(C=C(C=C1CN(CC)CC)C)N1N=C2C(=N1)C=CC=C2 (2-(2-Hydroxy-3-diethylaminomethyl-5-methylphenyl)-2H-benzotriazole), OC1=C(C(=O)C2=CC=CC=C2)C=CC(=C1)OCCCCCCCCCCCC (2-hydroxy-4-dodecyloxybenzophenone). The reactants are CC=1N(C(=CC1C(=O)OC)C1=CSC=C1)S(=O)(=O)C1=CC=CC=C1 (methyl 2-methyl-1-(phenylsulfonyl)-5-(3-thienyl)-1H-pyrrole-3-carboxylate), solution, [H-].C(C(C)C)[Al+]CC(C)C (diisobutylaluminum hydride). Solvent: C1(=CC=CC=C1)C (toluene). Product: CC=1N(C(=CC1CO)C1=CSC=C1)S(=O)(=O)C1=CC=CC=C1 ([2-Methyl-1-(phenylsulfonyl)-5-(3-thienyl)-1H-pyrrol-3-yl]methanol). Isolated yield 60.7%. As a reaction SMILES: [CH3:1][C:2]1[N:3]([S:16]([C:19]2[CH:24]=[CH:23][CH:22]=[CH:21][CH:20]=2)(=[O:18])=[O:17])[C:4]([C:11]2[CH:15]=[CH:14][S:13][CH:12]=2)=[CH:5][C:6]=1[C:7](OC)=[O:8].[H-].C([Al+]CC(C)C)C(C)C>C1(C)C=CC=CC=1>[CH3:1][C:2]1[N:3]([S:16]([C:19]2[CH:24]=[CH:23][CH:22]=[CH:21][CH:20]=2)(=[O:17])=[O:18])[C:4]([C:11]2[CH:15]=[CH:14][S:13][CH:12]=2)=[CH:5][C:6]=1[CH2:7][OH:8] |f:1.2|. Procedure details: Using methyl 2-methyl-1-(phenylsulfonyl)-5-(3-thienyl)-1H-pyrrole-3-carboxylate (0.75 g) and a 1.5 mol/L solution (4.0 mL) of diisobutylaluminum hydride in toluene, a procedure as in Reference Example 5 was performed to give the title compound as a brown oil (yield 0.42 g, 63%). The reactants are COc1cc(NC(=O)c2ccc([N+](=O)[O-])c(OC)c2)ccc1NS(C)(=O)=O, CS(=O)(=O)Cl, CO, CCOC(C)=O, Cl, c1ccncc1. The product is COc1cc(NC(=O)c2ccc(NS(C)(=O)=O)c(OC)c2)ccc1NS(C)(=O)=O. As a reaction SMILES: [CH3:1][O:2][c:3]1[cH:4][c:5]([C:6](=[O:7])[NH:8][c:9]2[cH:10][c:11]([O:20][CH3:21])[c:12]([NH:15][S:16](=[O:17])(=[O:18])[CH3:19])[cH:13][cH:14]2)[cH:22][cH:23][c:24]1[N+:25]([O-:26])=[O:27].[CH3:28][S:29]([Cl:30])(=[O:31])=[O:32].[CH3:34][OH:35].[CH3:36][CH2:37][O:38][C:39](=[O:40])[CH3:41].[ClH:33].[cH:42]1[cH:43][cH:44][n:45][cH:46][cH:47]1>>[CH3:1][O:2][c:3]1[cH:4][c:5]([C:6](=[O:7])[NH:8][c:9]2[cH:10][c:11]([O:20][CH3:21])[c:12]([NH:15][S:16](=[O:17])(=[O:18])[CH3:19])[cH:13][cH:14]2)[cH:22][cH:23][c:24]1[NH:25][S:29]([CH3:28])(=[O:31])=[O:32]. The reactants are OC=1C=C(C=CC1)NC(=O)N(C)OC (1-(3-hydroxyphenyl)-3-methoxy-3-methylurea), CN(C=O)C (N,N-dimethylformamide), [H-].[Na+] (sodium hydride), CC1OC2=C(C1)C=C(C=C2)CCOS(=O)(=O)C2=CC=C(C=C2)C (2-(2,3-dihydro-2-methyl-5-benzofuranyl)ethyl-p-toluene sulfonate). The solvent is O (water). Run at time 30 minute. Product: CC1OC2=C(C1)C=C(C=C2)CCOC2=C(C=CC=C2)NC(=O)N(C)OC (1-{-[2-(2,3-dihydro-2-methyl-5-benzofuranyl)ethyloxy]phenyl}-3-methoxy-3-methylurea). The yield is 93.3%. As a reaction SMILES: O[C:2]1[CH:3]=[C:4]([NH:8][C:9]([N:11]([O:13][CH3:14])[CH3:12])=[O:10])[CH:5]=[CH:6][CH:7]=1.CN(C)C=O.[H-].[Na+].[CH3:22][CH:23]1[CH2:27][C:26]2[CH:28]=[C:29]([CH2:32][CH2:33][O:34]S(C3C=CC(C)=CC=3)(=O)=O)[CH:30]=[CH:31][C:25]=2[O:24]1>O>[CH3:22][CH:23]1[CH2:27][C:26]2[CH:28]=[C:29]([CH2:32][CH2:33][O:34][C:5]3[CH:6]=[CH:7][CH:2]=[CH:3][C:4]=3[NH:8][C:9]([N:11]([O:13][CH3:14])[CH3:12])=[O:10])[CH:30]=[CH:31][C:25]=2[O:24]1 |f:2.3|. Reported procedure: 2.0 g of 1-(3-hydroxyphenyl)-3-methoxy-3-methylurea was dissolved into 20 ml of dried N,N-dimethylformamide, and 0.4 g of 60% sodium hydride was added thereto. After the mixture was stirred for 30 minutes, 3.3 g of 2-(2,3-dihydro-2-methyl-5-benzofuranyl)ethyl-p-toluene sulfonate was added dropwise thereto under cooling with ice. After the mixture was stirred at room temperature for 5 hours, it was poured into water and extracted with ethyl acetate. After the organic layer was washed with water, ... The reactants are CCCCOc1cc(CCC(=O)OC)ccc1CCCc1ccc(OS(=O)(=O)CCCC)c(OC)c1, CC(=O)O, [Li+], C1CCOC1, [OH-], O. Yields the product CCCCOc1cc(CCC(=O)O)ccc1CCCc1ccc(OS(=O)(=O)CCCC)c(OC)c1. Reaction SMILES: [CH2:1]([CH2:2][CH2:3][CH3:4])[S:5](=[O:6])(=[O:7])[O:8][c:9]1[c:10]([O:35][CH3:36])[cH:11][c:12]([CH2:15][CH2:16][CH2:17][c:18]2[c:19]([O:30][CH2:31][CH2:32][CH2:33][CH3:34])[cH:20][c:21]([CH2:24][CH2:25][C:26](=[O:27])[O:28][CH3:29])[cH:22][cH:23]2)[cH:13][cH:14]1.[CH3:40][C:41](=[O:42])[OH:43].[Li+:37].[O:44]1[CH2:45][CH2:46][CH2:47][CH2:48]1.[OH-:38].[OH2:39]>>[CH2:1]([CH2:2][CH2:3][CH3:4])[S:5](=[O:6])(=[O:7])[O:8][c:9]1[c:10]([O:35][CH3:36])[cH:11][c:12]([CH2:15][CH2:16][CH2:17][c:18]2[c:19]([O:30][CH2:31][CH2:32][CH2:33][CH3:34])[cH:20][c:21]([CH2:24][CH2:25][C:26](=[O:27])[OH:28])[cH:22][cH:23]2)[cH:13][cH:14]1. Starting materials: N[C@H](C(=O)OC)CCCCC[C@@H](C(=O)OC)N (Dimethyl (S,S)-2,8-diaminononanedioate). Run in Cl (HCl). Run at time 12 hour. Product: N[C@H](C(=O)O)CCCCC[C@@H](C(=O)O)N ((S,S)-2,8-Diaminononanedioic acid). Reaction SMILES: [NH2:1][C@@H:2]([CH2:7][CH2:8][CH2:9][CH2:10][CH2:11][C@H:12]([NH2:17])[C:13]([O:15]C)=[O:14])[C:3]([O:5]C)=[O:4]>Cl>[NH2:1][C@@H:2]([CH2:7][CH2:8][CH2:9][CH2:10][CH2:11][C@H:12]([NH2:17])[C:13]([OH:15])=[O:14])[C:3]([OH:5])=[O:4]. Procedure: The ester from step (b) was heated under reflux in 6M HCl (7.2 ml) for 2 hours under N2. The volatile compounds were evaporated. The residue was dissolved in water (5 ml), ethanol was added (20 ml) and slow addition of ether led to a white, crystalline precipitate. This mixture was kept for 12 hours in the refrigerator, filtered, washed with ether and dried under vacuum. Reactants: CCN, CC(C(=O)O)N(CC1CC1)c1ccc(C#N)c(Cl)c1. Yields the product CCNC(=O)C(C)N(CC1CC1)c1ccc(C#N)c(Cl)c1. RXN SMILES: [CH3:20][CH2:21][NH2:22].[Cl:1][c:2]1[cH:3][c:4]([N:10]([CH:11]([CH3:12])[C:13](=[O:14])[OH:15])[CH2:16][CH:17]2[CH2:18][CH2:19]2)[cH:5][cH:6][c:7]1[C:8]#[N:9]>>[Cl:1][c:2]1[cH:3][c:4]([N:10]([CH:11]([CH3:12])[C:13](=[O:15])[NH:22][CH2:21][CH3:20])[CH2:16][CH:17]2[CH2:18][CH2:19]2)[cH:5][cH:6][c:7]1[C:8]#[N:9]. Reactants: C(C)(C)O.CCOCC (isopropylalcohol ether), C(=O)(OCC)CCC=1C=C2C(=CNC2=CC1)CCN (2-[5-(2-(carboethoxy)ethyl)-1H-indol-3-yl]ethylamine), C(=N\N/C(=N/O)/N)\OS(=O)(=O)O (hydroxy guanidine sulphate). Run in O (H2O). Yields the product O.C(\C=C/C(=O)O)(=O)O (Hydrogen Maleate Hydrate), hydrogen maleate salt. As a reaction SMILES: [C:1]([CH2:6][CH2:7]C1C=C2C(=CC=1)NC=C2CCN)([O:3]CC)=[O:2].[CH:20](/[O:27]S(O)(=O)=O)=N/N/C(/N)=N/O.C([OH:35])(C)C.CCOCC>O>[OH2:2].[C:20]([OH:27])(=[O:35])/[CH:7]=[CH:6]\[C:1]([OH:3])=[O:2] |f:2.3,5.6|. Procedure: The title compound was prepared from 2-[5-(2-(carboethoxy)ethyl)-1H-indol-3-yl]ethylamine and hydroxy guanidine sulphate using the procedure described for Example 6. The hydrogen maleate salt was prepared, mp 147°-148° C. (isopropylalcohol/ether); (Found: C, 53.89; H, 5.47; N, 17.67. C14H17N5O. C4H4O4. 0.75 H2O requires C, 53.93; H, 5.65; N, 17.47%); δ(360 MHz, D2O) 3.12 (2H, t, J=6.9 Hz, CH2); 3.17 (4H, t, J=4.1 Hz, 2 of CH2); 3.29 (2H, t, J=6.9 Hz, CH2); 7.11 (1H, dd, J=1.5 and 8.4 Hz, aromati... Starting materials: C(CCC)OP(OCCCC)(=O)Cl (Dibutylphosphorochloridate), C(CCC)[Si](CCO)(C)CCCC (2-(di-n-butyl methylsilyl)-ethanol), N1=CC=CC=C1 (pyridine). Run in C(Cl)(Cl)(Cl)Cl (carbon tetrachloride). Run at time 8 hour. The product is P(=O)(OCCCC)(OCCCC)OCC[Si](C)(CCCC)CCCC (di-n-butyl 2-(di-n-butylmethylsily)-ethyl phosphate). As a reaction SMILES: [CH2:1]([O:5][P:6](Cl)(=[O:12])[O:7][CH2:8][CH2:9][CH2:10][CH3:11])[CH2:2][CH2:3][CH3:4].[CH2:14]([Si:18]([CH2:23][CH2:24][CH2:25][CH3:26])([CH3:22])[CH2:19][CH2:20][OH:21])[CH2:15][CH2:16][CH3:17].N1C=CC=CC=1>C(Cl)(Cl)(Cl)Cl>[P:6]([O:21][CH2:20][CH2:19][Si:18]([CH2:14][CH2:15][CH2:16][CH3:17])([CH2:23][CH2:24][CH2:25][CH3:26])[CH3:22])([O:5][CH2:1][CH2:2][CH2:3][CH3:4])([O:7][CH2:8][CH2:9][CH2:10][CH3:11])=[O:12]. Procedure: Dibutylphosphorochloridate (3.74 g) was added to a solution of 2-(di-n-butyl methylsilyl)-ethanol (3 g) and pyridine (1.04 g) in carbon tetrachloride (10 ml). The mixture was left overnight, filtered, and the filtrate passed through an alumina column (20 g), eluting with a further 3 × 20 ml of carbon tetrachloride. Removal of the solvent under vacuum left the phosphate as a colourless oil (2.7 g). Reactants: C(C)(=O)[O-].[Na+] (sodium acetate), N(=O)[O-].[Na+] (sodium nitrite), C(C)OC(C(CCC)OC)=O (methoxypentanoic acid ethyl ester), C(C)(=O)O (acetic acid), C(C)OC(CC(=O)C)=O (acetoacetic acid ethyl ester). Reagents/catalysts: [Zn] (zinc). Run at time 8 hour. Yields the product C(C)OC(=O)C=1NC(=C(C1CCOC)C(=O)OCC)C (2,4-bis(ethoxycarbonyl)-3-methoxyethyl-5-methylpyrrole). The yield is 65.0%. Reaction SMILES: [N:1]([O-])=O.[Na+].[CH2:5]([O:7][C:8](=[O:15])[CH:9](OC)[CH2:10][CH2:11][CH3:12])[CH3:6].[CH2:16]([O:18][C:19](=[O:24])[CH2:20]C(C)=O)[CH3:17].[C:25]([O-:28])(=O)C.[Na+].[C:30](O)(=O)[CH3:31]>[Zn]>[CH2:16]([O:18][C:19]([C:20]1[NH:1][C:30]([CH3:31])=[C:9]([C:8]([O:7][CH2:5][CH3:6])=[O:15])[C:10]=1[CH2:11][CH2:12][O:28][CH3:25])=[O:24])[CH3:17] |f:0.1,4.5|. Procedure: While stirring and ice cooling, a cold saturated aqueous solution of 42 g (0.6 mol) sodium nitrite was added so slowly drop-by-drop to a solution of 104.4 g (0.6 mol) methoxypentanoic acid ethyl ester in 450 mL of glacial acetic acid, that no noticeable NOX development was detected. The solution was stirred for two hours and treated with 83.2 g (0.64 mol) acetoacetic acid ethyl ester. Then while stirring vigorously, a mixture of 80 g (1.22 mol) of zinc powder and 100 g (1.22 mol) sodium acetate ...